This data is from the Open Reaction Database (ORD), a public repository of structured organic reaction records. The task is: describe an organic reaction: reactants, conditions, products, and yield Reactants: C(C)C1=CC2=C(N(C(NC2=O)=O)CC2=CC=C(C=C2)C=2C(=CC=CC2)C#N)S1 (4′-[(6-ethyl-2,4-dioxo-3,4-dihydrothieno[2,3-d]pyrimidin-1(2H)-yl)methyl]biphenyl-2-carbonitrile), C(C)(C)(C)[Si](OCC(C)(C1OC1)C)(C)C (tert-butyl(dimethyl) (2-methyl-2-oxirane-2-ylpropoxy)silane), C([O-])([O-])=O.[K+].[K+] (potassium carbonate), CN(C=O)C (N,N-dimethylformamide). The solvent is O (water), C(C)(=O)OCC (ethyl acetate). Conditions: temperature 80 celsius, time 24 hour. Product: [Si](C)(C)(C(C)(C)C)OCC(C(CN1C(N(C2=C(C1=O)C=C(S2)CC)CC2=CC=C(C=C2)C=2C(=CC=CC2)C#N)=O)O)(C)C (4′-{[3-(4-{[tert-butyl(dimethyl)silyl]oxy}-2-hydroxy-3,3-dimethylbutyl)-6-ethyl-2,4-dioxo-3,4-dihydrothieno[2,3-d]pyrimidin-1(2H)-yl]methyl}biphenyl-2-carbonitrile). The yield is 42.6%. Reaction SMILES: [CH2:1]([C:3]1[S:28][C:6]2[N:7]([CH2:13][C:14]3[CH:19]=[CH:18][C:17]([C:20]4[C:21]([C:26]#[N:27])=[CH:22][CH:23]=[CH:24][CH:25]=4)=[CH:16][CH:15]=3)[C:8](=[O:12])[NH:9][C:10](=[O:11])[C:5]=2[CH:4]=1)[CH3:2].[C:29]([Si:33]([CH3:43])([CH3:42])[O:34][CH2:35][C:36]([CH3:41])([CH:38]1[CH2:40][O:39]1)[CH3:37])([CH3:32])([CH3:31])[CH3:30].C(=O)([O-])[O-].[K+].[K+].CN(C)C=O>O.C(OCC)(=O)C>[Si:33]([O:34][CH2:35][C:36]([CH3:37])([CH3:41])[CH:38]([OH:39])[CH2:40][N:9]1[C:10](=[O:11])[C:5]2[CH:4]=[C:3]([CH2:1][CH3:2])[S:28][C:6]=2[N:7]([CH2:13][C:14]2[CH:19]=[CH:18][C:17]([C:20]3[C:21]([C:26]#[N:27])=[CH:22][CH:23]=[CH:24][CH:25]=3)=[CH:16][CH:15]=2)[C:8]1=[O:12])([C:29]([CH3:32])([CH3:31])[CH3:30])([CH3:43])[CH3:42] |f:2.3.4|. Procedure details: A mixture of 4′-[(6-ethyl-2,4-dioxo-3,4-dihydrothieno[2,3-d]pyrimidin-1(2H)-yl)methyl]biphenyl-2-carbonitrile (2.0 g), tert-butyl(dimethyl) (2-methyl-2-oxirane-2-ylpropoxy)silane (3.75 g), potassium carbonate (1.38 g) and N,N-dimethylformamide (15 mL) was stirred at 80° C. for 24 hr. After allowing to cool to room temperature, ethyl acetate and water were added to the reaction mixture, and the mixture was extracted with ethyl acetate. The organic layer was successively washed with water and satu...